This data is from the Open Reaction Database (ORD), a public repository of structured organic reaction records. The task is: describe an organic reaction: reactants, conditions, products, and yield Reactants: CCCn1cc(C(=O)O)ccc1=O, CC(N)C(N)(c1ccc(F)cc1)c1ccc(F)nc1. The product is CCCn1cc(C2=NC(c3ccc(F)cc3)(c3ccc(F)nc3)C(C)N2)ccc1=O. Reaction SMILES: [CH2:20]([CH2:21][CH3:22])[n:23]1[c:24](=[O:32])[cH:25][cH:26][c:27]([C:29]([OH:30])=[O:31])[cH:28]1.[F:1][c:2]1[cH:3][cH:4][c:5]([C:8]([CH:9]([CH3:10])[NH2:11])([NH2:12])[c:13]2[cH:14][n:15][c:16]([F:19])[cH:17][cH:18]2)[cH:6][cH:7]1>>[F:1][c:2]1[cH:3][cH:4][c:5]([C:8]2([c:13]3[cH:14][n:15][c:16]([F:19])[cH:17][cH:18]3)[CH:9]([CH3:10])[NH:11][C:29]([c:27]3[cH:26][cH:25][c:24](=[O:32])[n:23]([CH2:20][CH2:21][CH3:22])[cH:28]3)=[N:12]2)[cH:6][cH:7]1. Reactants: O=C(O)c1cccnc1, [Cl-], Cl, Oc1cccc2c1CCCC2, c1ccncc1. Yields the product O=C(Oc1cccc2c1CCCC2)c1cccnc1. As a reaction SMILES: [C:14]([c:15]1[cH:16][n:17][cH:18][cH:19][cH:20]1)(=[O:21])[OH:22].[Cl-:13].[ClH:12].[OH:1][c:2]1[cH:3][cH:4][cH:5][c:6]2[c:11]1[CH2:10][CH2:9][CH2:8][CH2:7]2.[cH:23]1[cH:24][cH:25][n:26][cH:27][cH:28]1>>[O:1]([c:2]1[cH:3][cH:4][cH:5][c:6]2[c:11]1[CH2:10][CH2:9][CH2:8][CH2:7]2)[C:14]([c:15]1[cH:16][n:17][cH:18][cH:19][cH:20]1)=[O:21]. Run at time 1 hour. RXN SMILES: [C:1]([C@@:3]1([OH:25])[CH2:22][CH2:21][C@@:20]2([CH3:23])[C@@H:5]([CH2:6][CH2:7][C@@H:8]3[C@@H:19]2[CH2:18][CH2:17][C@@:16]2([CH3:24])[C@H:9]3[CH2:10][CH2:11][C@@H:12]2[C:13](=[O:15])[CH3:14])[CH2:4]1)#[CH:2].[Br:26]Br>CO.Br.C(Cl)Cl>[Br:26][CH2:14][C:13](=[O:15])[C@@H:12]1[C@:16]2([CH3:24])[C@H:9]([C@H:8]3[C@H:19]([CH2:18][CH2:17]2)[C@:20]2([CH3:23])[C@H:5]([CH2:4][C@:3]([C:1]#[CH:2])([OH:25])[CH2:22][CH2:21]2)[CH2:6][CH2:7]3)[CH2:10][CH2:11]1. The reactants are C(#C)[C@@]1(C[C@@H]2CC[C@H]3[C@@H]4CC[C@H](C(C)=O)[C@]4(CC[C@@H]3[C@]2(CC1)C)C)O (3β-ethynyl-3α-hydroxy-5α-pregnan-20-one), crude product, BrBr (bromine), ice water. Solvent: CO (MeOH), C(Cl)Cl (CH2Cl2). The reagents and catalysts are Br (HBr). Yields the product BrCC([C@H]1CC[C@H]2[C@@H]3CC[C@H]4C[C@@](CC[C@]4(C)[C@H]3CC[C@]12C)(O)C#C)=O (21-bromo-3β-ethynyl-3α-hydroxy-5α-pregnan-20-one). Isolated yield 74.2%. Procedure details: A solution of 3β-ethynyl-3α-hydroxy-5α-pregnan-20-one (2.3 g, 6.72 mmol) in MeOH (80 mL) was treated with two drops of HBr (48%), followed by bromine (0.4 mL, 7.73 mmol). The mixture was stirred at room temperature for 1 hr and was poured into ice-water. The separated solid was collected by filtration, washed with water, and dried (2.5 g). This semi-dried solid was then dissolved in EtOAc and dried over anhyd. MgSO4. Filtration and removal of the solvent gave the crude bromo derivative. This cru...